This data is from the Open Reaction Database (ORD), a public repository of structured organic reaction records. The task is: describe an organic reaction: reactants, conditions, products, and yield Reactants: COC[C@@H]1NCCC1 ((R)-2-(methoxymethyl)pyrrolidine), [N+](=O)([O-])C1=CC=C(C(=O)O)C=C1 (4-nitrobenzoic acid), CC(CCN)C (3-methylbutan-1-amine), N=1C=CN2C1C=C(C=C2)CNC(=O)C2=CC=C(S2)C(=O)[O-].[Li+] (lithium 5-(imidazo[1,2-a]pyridin-7-ylmethylcarbamoyl)thiophene-2-carboxylate). The product is N=1C=CN2C1C=C(C=C2)CNC(=O)C=2SC(=CC2)C(=O)N2[C@H](CCC2)COC (N-(imidazo[1,2-a]pyridin-7-ylmethyl)-5-{[(2R)-2-(methoxymethyl)pyrrolidin-1-yl]carbonyl}thiophene-2-carboxamide). As a reaction SMILES: [CH3:1][O:2][CH2:3][C@H:4]1[CH2:8][CH2:7][CH2:6][NH:5]1.CC(C)CCN.[N:15]1[CH:16]=[CH:17][N:18]2[CH:23]=[CH:22][C:21]([CH2:24][NH:25][C:26]([C:28]3[S:32][C:31]([C:33]([O-])=[O:34])=[CH:30][CH:29]=3)=[O:27])=[CH:20][C:19]=12.[Li+].[N+](C1C=CC(C(O)=O)=CC=1)([O-])=O>>[N:15]1[CH:16]=[CH:17][N:18]2[CH:23]=[CH:22][C:21]([CH2:24][NH:25][C:26]([C:28]3[S:32][C:31]([C:33]([N:5]4[CH2:6][CH2:7][CH2:8][C@@H:4]4[CH2:3][O:2][CH3:1])=[O:34])=[CH:30][CH:29]=3)=[O:27])=[CH:20][C:19]=12 |f:2.3|. Reported procedure: The title compound was prepared as described in Example 1A, substituting), (R)-2-(methoxymethyl)pyrrolidine for 3-methylbutan-1-amine and lithium 5-(imidazo[1,2-a]pyridin-7-ylmethylcarbamoyl)thiophene-2-carboxylate for 4-nitrobenzoic acid. 1H NMR (300 MHz, DMSO-d6). δ ppm 9.23 (t, J=6.0 Hz, 1H), 8.49 (dd, J=6.9, 0.9 Hz, 1H), 7.90-7.88 (m, 1H), 7.79 (d, J=4.0 Hz, 1H), 7.60 (d, J=4.0 Hz, 1H), 7.52 (d, J=1.2 Hz, 1H), 7.42-7.39 (m, 1H), 6.85 (dd, J=7.0, 1.7 Hz, 1H), 4.49 (d, J=5.9 Hz, 2H), 4.35-4.23... Starting materials: CCON=CC(C(=O)c1ccc(Br)cc1CS(C)=O)C(=O)C1CC1, O=C(OO)c1cccc(Cl)c1, ClCCl, [Na+], [Na+], O=S([O-])S(=O)(=O)[O-]. Product: CCON=CC(C(=O)c1ccc(Br)cc1CS(C)(=O)=O)C(=O)C1CC1. RXN SMILES: [Br:1][c:2]1[cH:3][c:4]([CH2:21][S:22](=[O:23])[CH3:24])[c:5]([C:8]([CH:9]([C:10](=[O:11])[CH:12]2[CH2:13][CH2:14]2)[CH:15]=[N:16][O:17][CH2:18][CH3:19])=[O:20])[cH:6][cH:7]1.[Cl:25][c:26]1[cH:27][cH:28][cH:29][c:30]([C:31]([O:32][OH:34])=[O:33])[cH:35]1.[Cl:45][CH2:46][Cl:47].[Na+:43].[Na+:44].[S:36]([S:37]([O-:38])=[O:39])([O-:40])(=[O:41])=[O:42]>>[Br:1][c:2]1[cH:3][c:4]([CH2:21][S:22](=[O:23])([CH3:24])=[O:33])[c:5]([C:8]([CH:9]([C:10](=[O:11])[CH:12]2[CH2:13][CH2:14]2)[CH:15]=[N:16][O:17][CH2:18][CH3:19])=[O:20])[cH:6][cH:7]1. Reactants: CCCC(CBr)CCC, CS(C)=O, O=N[O-], [Na+], O. The product is CCCC(CCC)C[N+](=O)[O-]. As a reaction SMILES: [Br:5][CH2:6][CH:7]([CH2:8][CH2:9][CH3:10])[CH2:11][CH2:12][CH3:13].[CH3:15][S:16]([CH3:17])=[O:18].[N:1](=[O:2])[O-:3].[Na+:4].[OH2:14]>>[N+:1](=[O:2])([O-:3])[CH2:6][CH:7]([CH2:8][CH2:9][CH3:10])[CH2:11][CH2:12][CH3:13]. Starting materials: [Br-].O[C@H]1C[N+]2(CCC1CC2)CC(NC2=NOC=C2)=O ((R)-3-hydroxy-1-(isoxazol-3-ylcarbamoylmethyl)-1-azonia-bicyclo[2.2.2]octane bromide), [Br-].O[C@H]1C[N+]2(CCC1CC2)CC(NC2=NOC=C2)=O ((R)-3-hydroxy-1-(isoxazol-3-ylcarbamoylmethyl)-1-azonia-bicyclo[2.2.2]octane bromide), BrCC(=O)NC1=NOC(=C1)C (2-bromo-N-(5-methyl-isoxazol-3-yl)-acetamide). The product is [Br-].O[C@H]1C[N+]2(CCC1CC2)CC(NC2=NOC(=C2)C)=O ((R)-3-Hydroxy-1-[(5-methyl-isoxazol-3-ylcarbamoyl)-methyl]-1-azonia-bicyclo[2.2.2]octane bromide). Reaction SMILES: [Br-].[OH:2][C@@H:3]1[CH:8]2[CH2:9][CH2:10][N+:5]([CH2:11][C:12](=[O:19])[NH:13][C:14]3[CH:18]=[CH:17][O:16][N:15]=3)([CH2:6][CH2:7]2)[CH2:4]1.[Br:20][CH2:21]C(NC1C=C(C)ON=1)=O>>[Br-:20].[OH:2][C@@H:3]1[CH:8]2[CH2:9][CH2:10][N+:5]([CH2:11][C:12](=[O:19])[NH:13][C:14]3[CH:18]=[C:17]([CH3:21])[O:16][N:15]=3)([CH2:6][CH2:7]2)[CH2:4]1 |f:0.1,3.4|. Procedure: This compound is prepared analogously to (R)-3-hydroxy-1-(isoxazol-3-ylcarbamoylmethyl)-1-azonia-bicyclo[2.2.2]octane bromide [Intermediate A] by substituting 2-bromo-N-isoxazol-3-yl-acetamide (in step Aii) with 2-bromo-N-(5-methyl-isoxazol-3-yl)-acetamide. Reactants: C(=C\C1=CC=CC=C1)/C=1N=CSC1CC(=O)OC (Methyl 4-[(E)-styryl]-5-thiazolacetate), COC(N(C)C)OC (dimethylformamide dimethyl acetal). Conditions: temperature 50 celsius, time 2 hour. Product: CO\C=C(\C(=O)OC)/C1=C(N=CS1)\C=C\C1=CC=CC=C1 (Methyl α-[(Z)-methoxy methylene]-4-[(E)-styryl]-5-thiazolacetate). RXN SMILES: [CH:1](/[C:9]1[N:10]=[CH:11][S:12][C:13]=1[CH2:14][C:15]([O:17][CH3:18])=[O:16])=[CH:2]\[C:3]1[CH:8]=[CH:7][CH:6]=[CH:5][CH:4]=1.[CH3:19][O:20][CH:21](OC)N(C)C>>[CH3:19][O:20]/[CH:21]=[C:14](\[C:13]1[S:12][CH:11]=[N:10][C:9]=1[CH:1]=[CH:2][C:3]1[CH:4]=[CH:5][CH:6]=[CH:7][CH:8]=1)/[C:15]([O:17][CH3:18])=[O:16]. Procedure details: A mixture of 2.5 g of the product of Step A and 25 ml of dimethylformamide dimethyl acetal was heated to 50° C. and after 4 hours at this temperature, the mixture was allowed to return to 25° C. The reaction mixture was evaporated to dryness and the residue was dissolved in 30 ml of tetrahydrofuran and 5 ml of an aqueous solution of 2N hydrochloric acid. After standing for 2 hours at 25° C., the mixture was decanted followed by extraction with methylene chloride. The organic phase was dried over... The reactants are [N+](=O)([O-])O[C@@H]1[C@@H](O[C@@H]([C@H]1O)CO)N1C(=O)N=C(N)C=C1 (1-(2-O-nitro-β-D-arabinofuranosyl)cytosine), Cl (hydrochloric acid), C(C)(=O)OCC (ethyl acetate), O (H2O). Solvent: CO (methanol), C(CC)O (1-propanol). The product is Cl.[N+](=O)([O-])O[C@@H]1[C@@H](O[C@@H]([C@H]1O)CO)N1C(=O)N=C(N)C=C1 (1-(2-O-nitro-β-D-arabinofuranosyl)cytosine hydrochloride). Yield: 65.0%. As a reaction SMILES: [N+:1]([O:4][C@H:5]1[C@H:9]([OH:10])[C@@H:8]([CH2:11][OH:12])[O:7][C@H:6]1[N:13]1[CH:20]=[CH:19][C:17]([NH2:18])=[N:16][C:14]1=[O:15])([O-:3])=[O:2].C(OCC)(=O)C.O.[ClH:28]>CO.C(O)CC>[ClH:28].[N+:1]([O:4][C@H:5]1[C@H:9]([OH:10])[C@@H:8]([CH2:11][OH:12])[O:7][C@H:6]1[N:13]1[CH:20]=[CH:19][C:17]([NH2:18])=[N:16][C:14]1=[O:15])([O-:3])=[O:2] |f:6.7|. Reported procedure: A solution of 1-(2-O-nitro-β-D-arabinofuranosyl)cytosine [6.6 g., 23 mmol. which was a white foam that was homogeneous by TLC (upper phase of 4:2:1=ethyl acetate:H2O:1-propanol)] in methanol was acidified with concentrated hydrochloric acid until the pH of the solution was ~1.0. A white solid began to separate immediately. The solvent was removed under reduced pressure, and the resulting residue was coevaporated with methanol (3×200 ml). The product thus obtained was dried in vacuo and crystalli... Reactants: B, O=C(CBr)c1ccc(OCc2ccccc2)c2[nH]c(=O)ccc12, CO, Cc1ccccc1, C1CCOC1. The product is O=c1ccc2c(C(O)CBr)ccc(OCc3ccccc3)c2[nH]1. As a reaction SMILES: [BH3:29].[CH2:1]([c:2]1[cH:3][cH:4][cH:5][cH:6][cH:7]1)[O:8][c:9]1[cH:10][cH:11][c:12]([C:20]([CH2:21][Br:22])=[O:23])[c:13]2[cH:14][cH:15][c:16](=[O:19])[nH:17][c:18]12.[CH3:30][OH:31].[CH3:32][c:33]1[cH:34][cH:35][cH:36][cH:37][cH:38]1.[O:24]1[CH2:25][CH2:26][CH2:27][CH2:28]1>>[CH2:1]([c:2]1[cH:3][cH:4][cH:5][cH:6][cH:7]1)[O:8][c:9]1[cH:10][cH:11][c:12]([CH:20]([CH2:21][Br:22])[OH:23])[c:13]2[cH:14][cH:15][c:16](=[O:19])[nH:17][c:18]12.